Task: describe an organic reaction: reactants, conditions, products, and yield. Dataset: the Open Reaction Database (ORD), a public repository of structured organic reaction records The reactants are ClC1=C(C=C(C=C1)C(C)=O)[N+](=O)[O-] (1-(4-chloro-3-nitrophenyl)ethanone), NC1=CC=C(C=C1)C[C@@H](C)O ((2R)-1-(4-aminophenyl)-2-propanol). Product: O[C@@H](CC1=CC=C(C=C1)NC1=C(C=C(C=C1)C(C)=O)[N+](=O)[O-])C (1-[4-({4-[(2R)-2-hydroxypropyl]phenyl}amino)-3-nitrophenyl]ethanone). As a reaction SMILES: Cl[C:2]1[CH:7]=[CH:6][C:5]([C:8](=[O:10])[CH3:9])=[CH:4][C:3]=1[N+:11]([O-:13])=[O:12].[NH2:14][C:15]1[CH:20]=[CH:19][C:18]([CH2:21][C@H:22]([OH:24])[CH3:23])=[CH:17][CH:16]=1>>[OH:24][C@H:22]([CH3:23])[CH2:21][C:18]1[CH:19]=[CH:20][C:15]([NH:14][C:2]2[CH:7]=[CH:6][C:5]([C:8](=[O:10])[CH3:9])=[CH:4][C:3]=2[N+:11]([O-:13])=[O:12])=[CH:16][CH:17]=1. Procedure: The title compound was prepared according to the procedure described in step 1 of Example 162 from 1-(4-chloro-3-nitrophenyl)ethanone and (2R)-1-(4-aminophenyl)-2-propanol (step 2). Reactants: O=C(NC1N=C(c2ccccc2)c2ccccc2N(CC(=O)c2ccccc2)C1=O)OCc1ccccc1, ClCCl. Yields the product NC1N=C(c2ccccc2)c2ccccc2N(CC(=O)c2ccccc2)C1=O. RXN SMILES: [CH2:1]([O:2][C:3](=[O:4])[NH:11][CH:12]1[C:13](=[O:38])[N:14]([CH2:29][C:30]([c:31]2[cH:32][cH:33][cH:34][cH:35][cH:36]2)=[O:37])[c:15]2[c:16]([cH:25][cH:26][cH:27][cH:28]2)[C:17]([c:19]2[cH:20][cH:21][cH:22][cH:23][cH:24]2)=[N:18]1)[c:5]1[cH:6][cH:7][cH:8][cH:9][cH:10]1.[CH2:39]([Cl:40])[Cl:41]>>[NH2:11][CH:12]1[C:13](=[O:38])[N:14]([CH2:29][C:30]([c:31]2[cH:32][cH:33][cH:34][cH:35][cH:36]2)=[O:37])[c:15]2[c:16]([cH:25][cH:26][cH:27][cH:28]2)[C:17]([c:19]2[cH:20][cH:21][cH:22][cH:23][cH:24]2)=[N:18]1. Reactants: CCN=C=NCCCN(CC)CC, COc1ccc(C=CC(=O)O)cc1OC, Cl, CCCn1c(N)c(N)c(=O)n(CCC)c1=O, C1COCCO1, O. Product: CCCn1c(N)c(NC(=O)C=Cc2ccc(OC)c(OC)c2)c(=O)n(CCC)c1=O. RXN SMILES: [CH2:17]([N:18]([CH2:19][CH3:20])[CH2:21][CH2:22][CH2:23][N:24]=[C:25]=[N:26][CH2:27][CH3:28])[CH3:29].[CH3:1][O:2][c:3]1[cH:4][c:5]([CH:6]=[CH:7][C:8](=[O:9])[OH:10])[cH:11][cH:12][c:13]1[O:14][CH3:15].[ClH:16].[NH2:31][c:32]1[c:33](=[O:46])[n:34]([CH2:43][CH2:44][CH3:45])[c:35](=[O:42])[n:36]([CH2:39][CH2:40][CH3:41])[c:37]1[NH2:38].[O:47]1[CH2:48][CH2:49][O:50][CH2:51][CH2:52]1.[OH2:30]>>[CH3:1][O:2][c:3]1[cH:4][c:5]([CH:6]=[CH:7][C:8](=[O:10])[NH:31][c:32]2[c:33](=[O:46])[n:34]([CH2:43][CH2:44][CH3:45])[c:35](=[O:42])[n:36]([CH2:39][CH2:40][CH3:41])[c:37]2[NH2:38])[cH:11][cH:12][c:13]1[O:14][CH3:15]. Starting materials: OC=1C=CC2=C(C=C(O2)C(=O)O)C1 (5-hydroxybenzofuran-2-carboxylic acid), C([O-])([O-])=O.[Cs+].[Cs+] (cesium carbonate), Cl (hydrochloric acid), ClC1=CC=NC2=CC(=C(C=C12)OC)OC (4-chloro-6,7-dimethoxyquinoline). Solvent: CS(=O)C (DMSO), O (water). Run at time 10 minute. The product is COC=1C=C2C(=CC=NC2=CC1OC)OC=1C=CC2=C(C=C(O2)C(=O)O)C1 (5-(6,7-dimethoxyquinolin-4-yloxy)benzofuran-2-carboxylic acid). As a reaction SMILES: [OH:1][C:2]1[CH:3]=[CH:4][C:5]2[O:9][C:8]([C:10]([OH:12])=[O:11])=[CH:7][C:6]=2[CH:13]=1.C(=O)([O-])[O-].[Cs+].[Cs+].Cl[C:21]1[C:30]2[C:25](=[CH:26][C:27]([O:33][CH3:34])=[C:28]([O:31][CH3:32])[CH:29]=2)[N:24]=[CH:23][CH:22]=1.Cl>CS(C)=O.O>[CH3:32][O:31][C:28]1[CH:29]=[C:30]2[C:25](=[CH:26][C:27]=1[O:33][CH3:34])[N:24]=[CH:23][CH:22]=[C:21]2[O:1][C:2]1[CH:3]=[CH:4][C:5]2[O:9][C:8]([C:10]([OH:12])=[O:11])=[CH:7][C:6]=2[CH:13]=1 |f:1.2.3|. Procedure: To a stirred solution of 5-hydroxybenzofuran-2-carboxylic acid (Step a, 2.00 g, 11.23 mmol) in DMSO (23 mL) at RT was added cesium carbonate (11.0 g, 33.7 mmol). The reaction was stirred for 10 min followed by the addition of 4-chloro-6,7-dimethoxyquinoline (prepared by the method described in WO 03/33472) (1.75 g, 7.86 mmol). The reaction was stirred at 100° C. for 16 h. After cooling to RT, water was added. The aqueous layer was acidified with a 6M aqueous hydrochloric acid solution until pH=5... Reactants: C(C)(C)(C)C=1C=C(C(=O)C2=CNC=C2)C=C(C1O)C(C)(C)C (3-(3,5-di-t-butyl-4-hydroxybenzoyl)pyrrole), [H-].[Na+] (sodium hydride), HCl ice, C(C1=CC=CC=C1)Br (benzyl bromide). The solvent is CN(C=O)C (dimethylformamide). Reaction conditions: time 30 minute. Yields the product C(C1=CC=CC=C1)N1C=C(C=C1)C(C1=CC(=C(C(=C1)C(C)(C)C)O)C(C)(C)C)=O (N-benzyl-3-(3,5-di-t-butyl-4-hydroxybenzoyl)pyrrole). RXN SMILES: [C:1]([C:5]1[CH:6]=[C:7]([CH:15]=[C:16]([C:19]([CH3:22])([CH3:21])[CH3:20])[C:17]=1[OH:18])[C:8]([C:10]1[CH:14]=[CH:13][NH:12][CH:11]=1)=[O:9])([CH3:4])([CH3:3])[CH3:2].[H-].[Na+].[CH2:25](Br)[C:26]1[CH:31]=[CH:30][CH:29]=[CH:28][CH:27]=1>CN(C)C=O>[CH2:25]([N:12]1[CH:13]=[CH:14][C:10]([C:8](=[O:9])[C:7]2[CH:6]=[C:5]([C:1]([CH3:4])([CH3:3])[CH3:2])[C:17]([OH:18])=[C:16]([C:19]([CH3:22])([CH3:21])[CH3:20])[CH:15]=2)=[CH:11]1)[C:26]1[CH:31]=[CH:30][CH:29]=[CH:28][CH:27]=1 |f:1.2|. Reported procedure: 2 G (6.6 mmol) of 3-(3,5-di-t-butyl-4-hydroxybenzoyl)pyrrole were added to a cooled, stirred suspension of 0.70 g of sodium hydride (50% in mineral oil) in 50 ml of anhydrous dimethylformamide under nitrogen. After 30 minutes at room temperature, 1.0 ml of benzyl bromide was added. Stirring at room temperature was continued for an additional 16 hours. The reaction mixture was poured over a 10% HCl-ice mixture, then extracted three times with 250 ml ethyl acetate. The organic layer was washed fiv...